From a dataset of the Open Reaction Database (ORD), a public repository of structured organic reaction records. describe an organic reaction: reactants, conditions, products, and yield Reactants: C(C=C)C=1C=C(C=NC1Cl)OC[C@H]1N(CC1)C (5-allyl-6-chloro-3-(1-methyl-2-(S)-azetidinylmethoxy)pyridine), Cl (hydrogen chloride), CO (MeOH), CI NH3. Run in CCOCC (Et2O). The product is Cl.C(C=C)C=1C=C(C=NC1Cl)OC[C@H]1N(CC1)C (5-Allyl-6-chloro-3-(1-methyl-2-(S)-azetidinylmethoxy)pyridine hydrochloride). Reaction SMILES: [CH2:1]([C:4]1[CH:5]=[C:6]([O:11][CH2:12][C@@H:13]2[CH2:16][CH2:15][N:14]2[CH3:17])[CH:7]=[N:8][C:9]=1[Cl:10])[CH:2]=[CH2:3].Cl.CO>CCOCC>[ClH:10].[CH2:1]([C:4]1[CH:5]=[C:6]([O:11][CH2:12][C@@H:13]2[CH2:16][CH2:15][N:14]2[CH3:17])[CH:7]=[N:8][C:9]=1[Cl:10])[CH:2]=[CH2:3] |f:4.5|. Procedure: To a solution of 5-allyl-6-chloro-3-(1-methyl-2-(S)-azetidinylmethoxy)pyridine in Et2O was added hydrogen chloride (1.0 M in Et2O) carefully to afford the tittle compound: mp 109-111° C.; 1H NMR (D2O) δ 2.58-2.70 (m, 2H), 2.99 (s, 3H), 3.52 (d, 2H, J=6.5 Hz), 4.00 (m, 1H), 4.28 (m, 1H), 4.40-4.54 (m, 2H), 4.84 (m, 1H), 5.10-5.22 (m, 2H), 6.05 (m, 1H), 7.50 (d, 1H, J=3.0 Hz), 8.04 (d, 1H, J=3.0 Hz); MS (CI/NH3) m/z 254 (M+H)+. Anal. Calcd for C13H17ClN2O.HCl: C, 53.99; H, 6.27; N, 9.69. Found: C,... Starting materials: C(C)OC(CCCNC(CN1C(=NC=2C1=NC=CC2)C2=CC=C(C=C2)Cl)=O)=O (4-[[[2-(4-chlorophenyl)-3H-imidazo[4,5-b]pyridin-3-yl]acetyl]amino]butanoic acid ethyl ester), [OH-].[K+] (potassium hydroxide). Run in C(C)O (ethyl alcohol). Yields the product O.[K+].ClC1=CC=C(C=C1)C1=NC=2C(=NC=CC2)N1CC(=O)NCCCC(=O)[O-] (4-[[[2-(4-Chlorophenyl)-3H-imidazo[4,5-b]pyridine-3-yl]acetyl]amino]butanoic acid potassium salt hydrate). Yield: 69.9%. RXN SMILES: C([O:3][C:4](=[O:28])[CH2:5][CH2:6][CH2:7][NH:8][C:9](=[O:27])[CH2:10][N:11]1[C:15]2=[N:16][CH:17]=[CH:18][CH:19]=[C:14]2[N:13]=[C:12]1[C:20]1[CH:25]=[CH:24][C:23]([Cl:26])=[CH:22][CH:21]=1)C.[OH-].[K+:30]>C(O)C>[OH2:3].[K+:30].[Cl:26][C:23]1[CH:24]=[CH:25][C:20]([C:12]2[N:11]([CH2:10][C:9]([NH:8][CH2:7][CH2:6][CH2:5][C:4]([O-:28])=[O:3])=[O:27])[C:15]3=[N:16][CH:17]=[CH:18][CH:19]=[C:14]3[N:13]=2)=[CH:21][CH:22]=1 |f:1.2,4.5.6|. Procedure details: A mixture of 4-[[[2-(4-chlorophenyl)-3H-imidazo[4,5-b]pyridin-3-yl]acetyl]amino]butanoic acid ethyl ester (3.3 g, 0.008 mole), potassium hydroxide (0.5 g, 0.009 mole), and 80 ml of 95% ethyl alcohol was heated at reflux for 1-3/4 hours. The hot reaction mixture was filtered, washed with absolute ethanol, and the filtrate was evaporated to a solid residue. The solid was triturated with acetone and filtered. The solid was dissolved in hot tert-butanol and allowed to cool with seeding. The crystall... The reactants are ClC1=C/C(/NC2=CC=C(C=C12)OC)=C/1\C(=NNC1=O)C1CC1 ((Z)-4-(4-chloro-6-methoxyquinolin-2(1H)-ylidene)-3-cyclopropyl-1H-pyrazol-5(4H)-one), C(C)(=O)NC1=CC=C(C=C1)S (4-acetamidothiophenol), C24H22N4O3S, C1(CC1)C1=NNC(C1)=O (3-Cyclopropyl-1H-pyrazol-5(4H)-one), ClC1=CC=[N+](C2=CC=C(C=C12)OC)[O-] (4-chloro-6-methoxyquinoline 1-oxide). Run in C(C)O (ethanol), C(C)(=O)OC(C)=O (acetic anhydride). Run at temperature 180 celsius. Yields the product C1(CC1)C/1=NNC(\C1=C\1/NC2=CC=C(C=C2C(=C1)SC1=CC=C(C=C1)NC(C)=O)OC)=O ((Z)—N-(4-(2-(3-cyclopropyl-5-oxo-1H-pyrazol-4(5H)-ylidene)-6-methoxy-1,2-dihydroquinolin-4-ylthio)phenyl)acetamide). As a reaction SMILES: C1(C2CC(=O)NN=2)CC1.ClC1C2C(=CC=C(OC)C=2)[N+]([O-])=CC=1.Cl[C:25]1[C:34]2[C:29](=[CH:30][CH:31]=[C:32]([O:35][CH3:36])[CH:33]=2)[NH:28]/[C:27](=[C:37]2/[C:38]([CH:43]3[CH2:45][CH2:44]3)=[N:39][NH:40][C:41]/2=[O:42])/[CH:26]=1.[C:46]([NH:49][C:50]1[CH:55]=[CH:54][C:53]([SH:56])=[CH:52][CH:51]=1)(=[O:48])[CH3:47]>C(OC(=O)C)(=O)C.C(O)C>[CH:43]1([C:38]2=[N:39][NH:40][C:41](=[O:42])/[C:37]/2=[C:27]2\[NH:28][C:29]3[C:34]([C:25]([S:56][C:53]4[CH:52]=[CH:51][C:50]([NH:49][C:46](=[O:48])[CH3:47])=[CH:55][CH:54]=4)=[CH:26]\2)=[CH:33][C:32]([O:35][CH3:36])=[CH:31][CH:30]=3)[CH2:45][CH2:44]1. Procedure details: 3-Cyclopropyl-1H-pyrazol-5(4H)-one (0.2 mmol) and 4-chloro-6-methoxyquinoline 1-oxide (0.025 g, 0.2 mmol) were stirred in acetic anhydride (1.5 mL) at ambient temperature for 30-40 minutes. The reaction mixture was concentrated and the resulting solid filtered off and washed with a minimum amount of ether. (Z)-4-(4-chloro-6-methoxyquinolin-2(1H)-ylidene)-3-cyclopropyl-1H-pyrazol-5(4H)-one (0.04 g, 0.11 mmol) was dissolved in ethanol (1.5 mL) and 4-acetamidothiophenol (0.019 g, 0.11 mmol) was add... Procedure: The title compound was prepared from (5-ethoxy-2-{3-[3-(2-ethyl-6-methyl-pyridin-4-yl)-phenyl]-3-oxo-propionylamino}-4-trifluoromethyl-phenyl)-carbamic acid tert-butyl ester (Example M230) (282 mg, 0.48 mmol) by treatment with TFA in CH2Cl2 according to the general procedure N. Obtained as an off-white solid (205 mg, 91%). Yield: 91.0%. Run in C(Cl)Cl (CH2Cl2). As a reaction SMILES: C(OC(=O)[NH:7][C:8]1[CH:13]=[C:12]([O:14][CH2:15][CH3:16])[C:11]([C:17]([F:20])([F:19])[F:18])=[CH:10][C:9]=1[NH:21][C:22](=[O:41])[CH2:23][C:24]([C:26]1[CH:31]=[CH:30][CH:29]=[C:28]([C:32]2[CH:37]=[C:36]([CH3:38])[N:35]=[C:34]([CH2:39]C)[CH:33]=2)[CH:27]=1)=O)(C)(C)C.[C:43](O)(C(F)(F)F)=O>C(Cl)Cl>[CH2:15]([O:14][C:12]1[C:11]([C:17]([F:19])([F:20])[F:18])=[CH:10][C:9]2[NH:21][C:22](=[O:41])[CH2:23][C:24]([C:26]3[CH:31]=[CH:30][CH:29]=[C:28]([C:32]4[CH:37]=[C:36]([CH3:38])[N:35]=[C:34]([CH2:39][CH3:43])[CH:33]=4)[CH:27]=3)=[N:7][C:8]=2[CH:13]=1)[CH3:16]. The product is C(C)OC1=CC2=C(NC(CC(=N2)C2=CC(=CC=C2)C2=CC(=NC(=C2)C)CC)=O)C=C1C(F)(F)F (7-Ethoxy-4-[3-(2-ethyl-6-methyl-pyridin-4-yl)-phenyl]-8-trifluoromethyl-1,3-dihydro-benzo[b][1,4]diazepin-2-one), solid. The reactants are C(C)(C)(C)OC(NC1=C(C=C(C(=C1)OCC)C(F)(F)F)NC(CC(=O)C1=CC(=CC=C1)C1=CC(=NC(=C1)C)CC)=O)=O ((5-Ethoxy-2-{3-[3-(2-ethyl-6-methyl-pyridin-4-yl)-phenyl]-3-oxo-propionylamino}-4-trifluoromethyl-phenyl)-carbamic acid tert-butyl ester), C(=O)(C(F)(F)F)O (TFA). Starting materials: CCO, CC(C(=O)OC(C)(C)C)N1C(=O)C(N=[N+]=[N-])CCc2ccccc21. Yields the product CC(C(=O)OC(C)(C)C)N1C(=O)C(N)CCc2ccccc21. As a reaction SMILES: [CH3:25][CH2:26][OH:27].[N:1](=[N+:2]=[N-:3])[CH:4]1[C:5](=[O:24])[N:6]([CH:15]([CH3:16])[C:17](=[O:18])[O:19][C:20]([CH3:21])([CH3:22])[CH3:23])[c:7]2[c:8]([cH:11][cH:12][cH:13][cH:14]2)[CH2:9][CH2:10]1>>[NH2:1][CH:4]1[C:5](=[O:24])[N:6]([CH:15]([CH3:16])[C:17](=[O:18])[O:19][C:20]([CH3:21])([CH3:22])[CH3:23])[c:7]2[c:8]([cH:11][cH:12][cH:13][cH:14]2)[CH2:9][CH2:10]1. Starting materials: COc1ccc(Cl)cc1C1(O)CCN(Cc2ccccc2)CC1, CCN(CC)S(F)(F)F, ClCCl, [Na+], O=C([O-])O. The product is COc1ccc(Cl)cc1C1(F)CCN(Cc2ccccc2)CC1. As a reaction SMILES: [CH2:1]([c:2]1[cH:3][cH:4][cH:5][cH:6][cH:7]1)[N:8]1[CH2:9][CH2:10][C:11]([OH:14])([c:15]2[c:16]([O:22][CH3:23])[cH:17][cH:18][c:19]([Cl:21])[cH:20]2)[CH2:12][CH2:13]1.[CH2:24]([N:25]([S:26]([F:27])([F:28])[F:30])[CH2:29][CH3:31])[CH3:32].[Cl:38][CH2:39][Cl:40].[Na+:37].[O-:33][C:34]([OH:35])=[O:36]>>[CH2:1]([c:2]1[cH:3][cH:4][cH:5][cH:6][cH:7]1)[N:8]1[CH2:9][CH2:10][C:11]([c:15]2[c:16]([O:22][CH3:23])[cH:17][cH:18][c:19]([Cl:21])[cH:20]2)([F:30])[CH2:12][CH2:13]1. Reactants: NC1=C2N=CN(C2=NC=N1)C1=C(C=CC(=C1)Cl)O (2-(6-amino-9H-purin-9-yl)-4-chlorophenol), [H-].[Na+] (sodium hydride), COC1=C(CN(S(=O)(=O)C2=C(C=C(C(=C2)F)F)F)C2=NC=NS2)C=CC(=C1)OC (N-(2,4-dimethoxybenzyl)-2,4,5-trifluoro-N-(1,2,4-thiadiazol-5-yl)benzenesulfonamide). Solvent: ClCCl (dichloromethane), CN(C=O)C (N,N-dimethylformamide), FC(C(=O)O)(F)F (trifluoroacetic acid). Reaction conditions: time 1 hour. Yields the product NC1=C2N=CN(C2=NC=N1)C1=C(OC2=CC(=C(C=C2F)S(=O)(=O)NC2=NC=NS2)F)C=CC(=C1)Cl (4-(2-(6-amino-9H-purin-9-yl)-4-chlorophenoxy)-2,5-difluoro-N-(1,2,4-thiadiazol-5-yl)benzenesulfonamide). The yield is 17.0%. As a reaction SMILES: [NH2:1][C:2]1[N:10]=[CH:9][N:8]=[C:7]2[C:3]=1[N:4]=[CH:5][N:6]2[C:11]1[CH:16]=[C:15]([Cl:17])[CH:14]=[CH:13][C:12]=1[OH:18].[H-].[Na+].COC1C=C(OC)C=CC=1C[N:26]([C:39]1[S:43][N:42]=[CH:41][N:40]=1)[S:27]([C:30]1[CH:35]=[C:34]([F:36])[C:33](F)=[CH:32][C:31]=1[F:38])(=[O:29])=[O:28]>CN(C)C=O.ClCCl.FC(F)(F)C(O)=O>[NH2:1][C:2]1[N:10]=[CH:9][N:8]=[C:7]2[C:3]=1[N:4]=[CH:5][N:6]2[C:11]1[CH:16]=[C:15]([Cl:17])[CH:14]=[CH:13][C:12]=1[O:18][C:33]1[C:34]([F:36])=[CH:35][C:30]([S:27]([NH:26][C:39]2[S:43][N:42]=[CH:41][N:40]=2)(=[O:28])=[O:29])=[C:31]([F:38])[CH:32]=1 |f:1.2|. Reported procedure: To a solution of 2-(6-amino-9H-purin-9-yl)-4-chlorophenol (0.053 g, 0.2 mmol) in N,N-dimethylformamide (1 mL) was added sodium hydride (60% w/w dispersion in mineral oil, 0.009 g, 0.2 mmol) and the mixture was stirred for 1 h at ambient temperature. N-(2,4-dimethoxybenzyl)-2,4,5-trifluoro-N-(1,2,4-thiadiazol-5-yl)benzenesulfonamide (0.107 g, 0.24 mmol) was added and the mixture was stirred at ambient temperature for 16 h and partitioned between ethyl acetate (100 mL) and saturated aqueous ammoni... Starting materials: OC(C)C1=CC2=C(\C(\C3=C(CC2)C=CC=C3)=C\C#N)C=C1 ((E)-[2-(1-Hydroxyethyl)-10,11-dihydro-5H-dibenzo[a,d]cyclohepten-5-ylidene]acetonitrile), C(C)C1=NC=2C(=NC(=CC2C)C)N1 (2-ethyl-5,7-dimethyl-3H-imidazo[4,5-b]pyridine), C1(=CC=CC=C1)P(C1=CC=CC=C1)C1=CC=CC=C1 (triphenylphosphine), N(=NC(=O)OC(C)(C)C)C(=O)OC(C)(C)C (di-tert-butyl azodicarboxylate). The solvent is C1CCOC1 (THF). Run at time 1 hour. The product is C(C)C1=NC=2C(=NC(=CC2C)C)N1C(C)C1=CC2=C(\C(\C3=C(CC2)C=CC=C3)=C\C#N)C=C1 ((E)-{2-[1-(2-ethyl-5,7-dimethyl-3H-imidazo[4,5-b]pyridin-3-yl)ethyl]-10,11-dihydro-5H-dibenzo[a,d]cyclohepten-5-ylidene}acetonitrile). Isolated yield 45.6%. RXN SMILES: O[CH:2]([C:4]1[CH:21]=[CH:20][C:7]2/[C:8](=[CH:17]/[C:18]#[N:19])/[C:9]3[CH:16]=[CH:15][CH:14]=[CH:13][C:10]=3[CH2:11][CH2:12][C:6]=2[CH:5]=1)[CH3:3].[CH2:22]([C:24]1[NH:34][C:27]2=[N:28][C:29]([CH3:33])=[CH:30][C:31]([CH3:32])=[C:26]2[N:25]=1)[CH3:23].C1(P(C2C=CC=CC=2)C2C=CC=CC=2)C=CC=CC=1.N(C(OC(C)(C)C)=O)=NC(OC(C)(C)C)=O>C1COCC1>[CH2:22]([C:24]1[N:34]([CH:2]([C:4]2[CH:21]=[CH:20][C:7]3/[C:8](=[CH:17]/[C:18]#[N:19])/[C:9]4[CH:16]=[CH:15][CH:14]=[CH:13][C:10]=4[CH2:11][CH2:12][C:6]=3[CH:5]=2)[CH3:3])[C:27]2=[N:28][C:29]([CH3:33])=[CH:30][C:31]([CH3:32])=[C:26]2[N:25]=1)[CH3:23]. Procedure: [step 3] (E)-[2-(1-Hydroxyethyl)-10,11-dihydro-5H-dibenzo[a,d]cyclohepten-5-ylidene]acetonitrile (100 mg, 0.36 mmol) obtained in step 2 and 2-ethyl-5,7-dimethyl-3H-imidazo[4,5-b]pyridine (193 mg, 1.10 mmol) were dissolved in THF (1.5 mL), polymer-supported triphenylphosphine (734 mg, 15 mmol) and di-tert-butyl azodicarboxylate (70 mg, 0.305 mmol) were added, and the mixture was stirred at room temperature for 1 hr. The mixture was filtered, and the filtrate was concentrated under reduced pressur...